From a dataset of the Open Reaction Database (ORD), a public repository of structured organic reaction records. describe an organic reaction: reactants, conditions, products, and yield Reactants: [Na+], [OH-], CCOC(=O)c1cnn(-c2nc(N)c3ncn(C4OC(CO)C(O)C4O)c3n2)c1. Reaction SMILES: [Na+:31].[OH-:30].[OH:1][CH:2]1[CH:3]([n:10]2[c:11]3[n:12][c:13](-[n:20]4[n:21][cH:22][c:23]([C:25](=[O:26])[O:27][CH2:28][CH3:29])[cH:24]4)[n:14][c:15]([NH2:19])[c:16]3[n:17][cH:18]2)[O:4][CH:5]([CH2:8][OH:9])[CH:6]1[OH:7]>>[OH:1][CH:2]1[CH:3]([n:10]2[c:11]3[n:12][c:13](-[n:20]4[n:21][cH:22][c:23]([C:25](=[O:26])[OH:27])[cH:24]4)[n:14][c:15]([NH2:19])[c:16]3[n:17][cH:18]2)[O:4][CH:5]([CH2:8][OH:9])[CH:6]1[OH:7]. Product: Nc1nc(-n2cc(C(=O)O)cn2)nc2c1ncn2C1OC(CO)C(O)C1O.